This data is from the Open Reaction Database (ORD), a public repository of structured organic reaction records. The task is: describe an organic reaction: reactants, conditions, products, and yield Starting materials: OC=1C=CC(=C(C1)C(C)C(C1=CC=C(C(=O)O)C=C1)C(=O)N)N1CCCCC1 (4-[(1-(5-hydroxy-2-piperidinophenyl)-ethyl)-aminocarbonylmethyl]-benzoic acid), C(C)(=O)OC(C)=O (acetic anhydride). Run at time 4 day. Product: C(C)(=O)OC=1C=CC(=C(C1)C(C)C(C1=CC=C(C(=O)O)C=C1)C(=O)N)N1CCCCC1 (4-[(1-(5-Acetoxy-2-piperidino-phenyl)-1-ethyl)-aminocarbonylmethyl]-benzoic acid). Reaction SMILES: [OH:1][C:2]1[CH:3]=[CH:4][C:5]([N:23]2[CH2:28][CH2:27][CH2:26][CH2:25][CH2:24]2)=[C:6]([CH:8]([CH:10]([C:20]([NH2:22])=[O:21])[C:11]2[CH:19]=[CH:18][C:14]([C:15]([OH:17])=[O:16])=[CH:13][CH:12]=2)[CH3:9])[CH:7]=1.[C:29](OC(=O)C)(=[O:31])[CH3:30]>>[C:29]([O:1][C:2]1[CH:3]=[CH:4][C:5]([N:23]2[CH2:28][CH2:27][CH2:26][CH2:25][CH2:24]2)=[C:6]([CH:8]([CH:10]([C:20]([NH2:22])=[O:21])[C:11]2[CH:19]=[CH:18][C:14]([C:15]([OH:17])=[O:16])=[CH:13][CH:12]=2)[CH3:9])[CH:7]=1)(=[O:31])[CH3:30]. Reported procedure: An amount of 0.35 gm (0.915 m mol) of 4-[(1-(5-hydroxy-2-piperidinophenyl)-ethyl)-aminocarbonylmethyl]-benzoic acid was heated together with 0.103 ml (1.098 m mol) of acetic anhydride on a steam bath, and after standing for four days at 20° C., the reaction mixture was recrystallized from methanol.